Dataset: the Open Reaction Database (ORD), a public repository of structured organic reaction records. Task: describe an organic reaction: reactants, conditions, products, and yield Starting materials: Cc1cnc2c(c1)CCCC2S(=O)c1ccccc1, O=C(OO)c1cccc(Cl)c1, ClCCl, O=C(O)C(F)(F)F. The product is Cc1cnc2c(c1)CCCC2S(=O)(=O)c1ccccc1. As a reaction SMILES: [CH3:12][c:13]1[cH:14][n:15][c:16]2[c:21]([cH:22]1)[CH2:20][CH2:19][CH2:18][CH:17]2[S:23](=[O:24])[c:25]1[cH:26][cH:27][cH:28][cH:29][cH:30]1.[Cl:1][c:2]1[cH:3][cH:4][cH:5][c:6]([C:7]([O:8][OH:10])=[O:9])[cH:11]1.[Cl:38][CH2:39][Cl:40].[OH:31][C:32]([C:33]([F:34])([F:35])[F:36])=[O:37]>>[O:9]=[S:23]([CH:17]1[c:16]2[n:15][cH:14][c:13]([CH3:12])[cH:22][c:21]2[CH2:20][CH2:19][CH2:18]1)(=[O:24])[c:25]1[cH:26][cH:27][cH:28][cH:29][cH:30]1. Starting materials: C(=C)C=1C(=NC=C(N1)C(F)(F)F)N[C@@H]1[C@H](CCC1)NC(OC(C)(C)C)=O (tert-butyl N-[(1S,2S)-2-{[3-ethenyl-5-(trifluoromethyl)pyrazin-2-yl]amino}cyclopentyl]carbamate), [H][H] (hydrogen). The reagents and catalysts are [Pd] (palladium on carbon). Run in CO (methanol). Conditions: time 72 hour. The product is C(C)C=1C(=NC=C(N1)C(F)(F)F)N[C@@H]1[C@H](CCC1)NC(OC(C)(C)C)=O (tert-Butyl N-[(1S,2S)-2-{[3-ethyl-5-(trifluoromethyl)pyrazin-2-yl]amino}cyclopentyl]carbamate). As a reaction SMILES: [CH:1]([C:3]1[C:4]([NH:13][C@H:14]2[CH2:18][CH2:17][CH2:16][C@@H:15]2[NH:19][C:20](=[O:26])[O:21][C:22]([CH3:25])([CH3:24])[CH3:23])=[N:5][CH:6]=[C:7]([C:9]([F:12])([F:11])[F:10])[N:8]=1)=[CH2:2].[H][H]>CO.[Pd]>[CH2:1]([C:3]1[C:4]([NH:13][C@H:14]2[CH2:18][CH2:17][CH2:16][C@@H:15]2[NH:19][C:20](=[O:26])[O:21][C:22]([CH3:25])([CH3:24])[CH3:23])=[N:5][CH:6]=[C:7]([C:9]([F:11])([F:10])[F:12])[N:8]=1)[CH3:2]. Procedure: To a solution of tert-butyl N-[(1S,2S)-2-{[3-ethenyl-5-(trifluoromethyl)pyrazin-2-yl]amino}cyclopentyl]carbamate (460 mg, 1.24 mmol) in methanol (12 ml) was added palladium on carbon (10% wt, 50% wet) (131 mg, 0.124 mmol) and the resulting mixture was stirred under a balloon of hydrogen gas for 2 hours. The reaction was filtered through diatomaceous earth (commercially sold under the trade mark “Celite”). To this was then added further palladium on carbon (10% wt, 50% wet) (131 mg, 0.124 mmol) a... Starting materials: Cl.CNOC (N,O-dimethylhydroxylamine hydrochloride), C(C)(C)(C)OC(=O)N1CCC(CC1)CCC(=O)O (3-(1-(tert-Butoxycarbonyl)piperidin-4-yl)propionic acid), CCN(C(C)C)C(C)C (DIEA), CC(C(=O)Cl)(C)C (Trimethylacetyl chloride). Run in C(Cl)Cl (CH2Cl2). Conditions: time 1 hour. The product is CN(C(CCC1CCN(CC1)C(=O)OC(C)(C)C)=O)OC (N-Methyl-N-methoxy-3-(1-(tert-butoxycarbonyl)piperidin-4-yl)propionamide). Isolated yield 49.9%. As a reaction SMILES: [C:1]([O:5][C:6]([N:8]1[CH2:13][CH2:12][CH:11]([CH2:14][CH2:15][C:16]([OH:18])=O)[CH2:10][CH2:9]1)=[O:7])([CH3:4])([CH3:3])[CH3:2].CCN(C(C)C)C(C)C.CC(C)(C)C(Cl)=O.Cl.[CH3:36][NH:37][O:38][CH3:39]>C(Cl)Cl>[CH3:36][N:37]([O:38][CH3:39])[C:16](=[O:18])[CH2:15][CH2:14][CH:11]1[CH2:10][CH2:9][N:8]([C:6]([O:5][C:1]([CH3:2])([CH3:3])[CH3:4])=[O:7])[CH2:13][CH2:12]1 |f:3.4|. Procedure: A solution of 3-(1-(tert-butoxycarbonyl)piperidin-4-yl)propionic acid (2.6 grams, 10 mmol, from Step A) and DIEA (4.4 mL, 25 mmol) in 50 mL CH2Cl2 was cooled to 0° C. Trimethylacetyl chloride (1.4 mL, 11 mmol) was added and the mixture was stirred for 1 h. Solid N,O-dimethylhydroxylamine hydrochloride (1.4 grams, 15 mmol) was added and the mixture was warmed to rt and stirred for 16 h. The solvent was removed and the product was purified by flash chromatography (125 grams silica, 2/1 hexane/EtOA... Starting materials: Cl (hydrochloric acid), BrC=1C=CC(=C(C1)C1OCCCO1)OC (2-(5-Bromo-2-methoxy-phenyl)-[1,3]dioxane), C(CCC)NCCCC (di-n-butylamine), CC1=C(C=CC=C1)P(C2=C(C=CC=C2)C)C3=C(C=CC=C3)C (P(o-tol)3), Na-t-OBu, [OH-].[Na+] (NaOH). The reagents and catalysts are C=1C=CC(=CC1)/C=C/C(=O)/C=C/C2=CC=CC=C2.C=1C=CC(=CC1)/C=C/C(=O)/C=C/C2=CC=CC=C2.C=1C=CC(=CC1)/C=C/C(=O)/C=C/C2=CC=CC=C2.[Pd].[Pd] (Pd2(dba)3). Run in C1(=CC=CC=C1)C (toluene). Run at temperature 25 celsius, time 2 hour. The product is C(CCC)N(C=1C=CC(=C(C=O)C1)OC)CCCC (5-Dibutylamino-2-methoxy-benzaldehyde). The yield is 46.0%. RXN SMILES: Br[C:2]1[CH:3]=[CH:4][C:5]([O:14][CH3:15])=[C:6]([CH:8]2[O:13]CCCO2)[CH:7]=1.[CH2:16]([NH:20][CH2:21][CH2:22][CH2:23][CH3:24])[CH2:17][CH2:18][CH3:19].CC1C=CC=CC=1P(C1C=CC=CC=1C)C1C=CC=CC=1C.Cl.[OH-].[Na+]>C1(C)C=CC=CC=1.C1C=CC(/C=C/C(/C=C/C2C=CC=CC=2)=O)=CC=1.C1C=CC(/C=C/C(/C=C/C2C=CC=CC=2)=O)=CC=1.C1C=CC(/C=C/C(/C=C/C2C=CC=CC=2)=O)=CC=1.[Pd].[Pd]>[CH2:16]([N:20]([CH2:21][CH2:22][CH2:23][CH3:24])[C:2]1[CH:3]=[CH:4][C:5]([O:14][CH3:15])=[C:6]([CH:7]=1)[CH:8]=[O:13])[CH2:17][CH2:18][CH3:19] |f:4.5,7.8.9.10.11|. Procedure: 2-(5-Bromo-2-methoxy-phenyl)-[1,3]dioxane (40 mmol), di-n-butylamine (48 mmol), Pd2(dba)3 (0.2 mmol, 1 mol % Pd), P(o-tol)3 (0.6 mmol) and Na-t-OBu (68 mmol) was stirred in degassed toluene (60 mL) at 80° C. for 18 h. The darkbrown mixture was poured into icecold hydrochloric acid (1 M, 200 mL) and stirred vigorously for 2 hours at 25° C. The solution was cooled to 0° C. and pH was adjusted to 9 using 6M NaOH(aq) and extracted with Et2O (4×100 mL). The organic phase was dried (Na2SO4) and the so...